The task is: describe an organic reaction: reactants, conditions, products, and yield. This data is from the Open Reaction Database (ORD), a public repository of structured organic reaction records. The reactants are OC1=CC=C2C=CC(=CC2=C1)S(=O)(=O)O (7-hydroxynaphthalene-2-sulfonic acid), [Na] (sodium), [H-].[Na+] (sodium hydride), C(C1=CC=CC=C1)Br (benzyl bromide), [H-].[Na+] (NaH). Run in CN(C)C=O (DMF), hexanes, CN(C)C=O (DMF). Conditions: time 2 hour. Yields the product C(C1=CC=CC=C1)OC1=CC=C2C=CC(=CC2=C1)S(=O)(=O)O (7-benzyloxynaphthalene-2-sulfonic acid), [Na] (sodium). As a reaction SMILES: [H-].[Na+].[OH:3][C:4]1[CH:13]=[C:12]2[C:7]([CH:8]=[CH:9][C:10]([S:14]([OH:17])(=[O:16])=[O:15])=[CH:11]2)=[CH:6][CH:5]=1.[Na:18].[CH2:19](Br)[C:20]1[CH:25]=[CH:24][CH:23]=[CH:22][CH:21]=1>CN(C=O)C>[CH2:19]([O:3][C:4]1[CH:13]=[C:12]2[C:7]([CH:8]=[CH:9][C:10]([S:14]([OH:17])(=[O:15])=[O:16])=[CH:11]2)=[CH:6][CH:5]=1)[C:20]1[CH:25]=[CH:24][CH:23]=[CH:22][CH:21]=1.[Na:18] |f:0.1,^1:17,53|. Procedure: A 60% dispersion of sodium hydride (0.37 g, 9.22 mmol) in mineral oil is washed with hexanes twice and suspended in 40 mL of DMF. To this mixture is added slowly via an addition funnel 7-hydroxynaphthalene-2-sulfonic acid, sodium salt (1.25 g, 5.08 mmol) in 25 mL of DMF at room temperature. The reaction mixture is stirred for 2 hours during which time mild bubbling is observed (H2 evolution). The mixture is treated with benzyl bromide (1.5 mL, 12.6 mmol) and stirred for 18 hours at room temperat... Reactants: C(C)OC(=O)C=1N=CN(C1)C1=CC(=CC=C1)Cl (1-(3-chlorophenyl)-imidazole-4-carboxylic acid ethyl ester), C(C)(C)O (i-propanol). The reagents and catalysts are C(C)(C)[O-].C(C)(C)[O-].C(C)(C)[O-].C(C)(C)[O-].[Ti+4] (titanium tetraisopropanolate). Product: C(C)(C)OC(=O)C=1N=CN(C1)C1=CC(=CC=C1)Cl (1-(3-chlorophenyl)-imidazole-4-carboxylic acid isopropyl ester). Isolated yield 63.0%. As a reaction SMILES: [CH2:1]([O:3][C:4]([C:6]1[N:7]=[CH:8][N:9]([C:11]2[CH:16]=[CH:15][CH:14]=[C:13]([Cl:17])[CH:12]=2)[CH:10]=1)=[O:5])[CH3:2].[CH:18](O)(C)C>C([O-])(C)C.C([O-])(C)C.C([O-])(C)C.C([O-])(C)C.[Ti+4]>[CH:1]([O:3][C:4]([C:6]1[N:7]=[CH:8][N:9]([C:11]2[CH:16]=[CH:15][CH:14]=[C:13]([Cl:17])[CH:12]=2)[CH:10]=1)=[O:5])([CH3:18])[CH3:2] |f:2.3.4.5.6|. Reported procedure: A solution of 0.4 g of 1-(3-chlorophenyl)-imidazole-4-carboxylic acid ethyl ester in 40 ml of i-propanol is mixed with 0.5 ml of titanium tetraisopropanolate and refluxed for 8 hours. After concentration of the solution, it is filtered over silica gel and recrystallized from diisopropyl ether. 267 mg (63%) of the title compound with a melting point of 109° C. is obtained from diisopropyl ether.